The task is: describe an organic reaction: reactants, conditions, products, and yield. This data is from the Open Reaction Database (ORD), a public repository of structured organic reaction records. Reaction conditions: time 5 hour. Procedure: 4-Allyloxy-3-chloro-phenylacetyl-glycine methyl ester (see Example 6; 3.0 g) was dissolved in absolute ethanol (100 ml) and Adams catalyst (20 mg) was added. Hydrogenation was carried out in an atmospheric pressure hydrogenator for 5 hrs. until hydrogen (310 ml) had been taken up. The catalyst was removed from the reaction mixture by filtration, the solvent was evaporated at reduced pressure, and light petroleum (b.p. 40°-60° C.) was added to the residue; a solid product (600 mg) of m.p. 76°-80°... Run in C(C)O (ethanol). The reagents and catalysts are O=[Pt]=O (Adams catalyst). The product is COC(CNC(CC1=CC(=C(C=C1)OCCC)Cl)=O)=O (4-n-Propoxy-3-chloro-phenylacetyl-glycine methyl ester). The yield is 19.9%. As a reaction SMILES: [CH3:1][O:2][C:3](=[O:20])[CH2:4][NH:5][C:6](=[O:19])[CH2:7][C:8]1[CH:13]=[CH:12][C:11]([O:14][CH2:15][CH:16]=[CH2:17])=[C:10]([Cl:18])[CH:9]=1.[H][H]>C(O)C.O=[Pt]=O>[CH3:1][O:2][C:3](=[O:20])[CH2:4][NH:5][C:6](=[O:19])[CH2:7][C:8]1[CH:13]=[CH:12][C:11]([O:14][CH2:15][CH2:16][CH3:17])=[C:10]([Cl:18])[CH:9]=1. Starting materials: COC(CNC(CC1=CC(=C(C=C1)OCC=C)Cl)=O)=O (4-Allyloxy-3-chloro-phenylacetyl-glycine methyl ester), [H][H] (hydrogen). The reactants are N#Cc1ccc2c(c1)ncn2-c1cccc(-c2nccs2)c1, O. Yields the product O=Cc1ccc2c(c1)ncn2-c1cccc(-c2nccs2)c1. RXN SMILES: [C:1](#[N:2])[c:3]1[cH:4][c:5]2[c:6]([n:7](-[c:10]3[cH:11][c:12](-[c:16]4[s:17][cH:18][cH:19][n:20]4)[cH:13][cH:14][cH:15]3)[cH:8][n:9]2)[cH:21][cH:22]1.[OH2:23]>>[CH:1]([c:3]1[cH:4][c:5]2[c:6]([n:7](-[c:10]3[cH:11][c:12](-[c:16]4[s:17][cH:18][cH:19][n:20]4)[cH:13][cH:14][cH:15]3)[cH:8][n:9]2)[cH:21][cH:22]1)=[O:23]. Starting materials: S1C(=CC=C1)CC(=O)NC1[C@@H]2N(C(=C(CS2)CSC=2SC(=NN2)CN)C(=O)O)C1=O (7-{2-(2-thienyl)acetamido}-3-(5-aminomethyl-1,3,4-thiadiazol-2-yl)thiomethyl-3-cephem-4-carboxylic acid), O.[Na+].OCS(=O)(=O)[O-] (hydroxymethanesulfonic acid sodium salt hydrate), resultant solution, [OH-].[Na+] (sodium hydroxide). The solvent is O (water). Run at time 4.5 hour. The product is S1C(=CC=C1)CC(=O)NC1[C@@H]2N(C(=C(CS2)CSC=2SC(=NN2)CNCS(=O)(=O)O)C(=O)[O-])C1=O.[Na+].[Na+].S1C(=CC=C1)CC(=O)NC1[C@@H]2N(C(=C(CS2)CSC=2SC(=NN2)CNCS(=O)(=O)O)C(=O)[O-])C1=O (di-sodium 7-(2-thienyl)acetamido-3-(5-sulfomethylaminomethyl-1,3,4-thiadiazol-2-yl)thiomethyl-3-cephem-4-carboxylate). RXN SMILES: [S:1]1[CH:5]=[CH:4][CH:3]=[C:2]1[CH2:6][C:7]([NH:9][CH:10]1[C:29](=[O:30])[N:12]2[C:13]([C:26]([OH:28])=[O:27])=[C:14]([CH2:17][S:18][C:19]3[S:20][C:21]([CH2:24][NH2:25])=[N:22][N:23]=3)[CH2:15][S:16][C@H:11]12)=[O:8].[OH-].[Na+:32].O.[Na+].O[CH2:36][S:37]([O-:40])(=[O:39])=[O:38]>O>[S:1]1[CH:5]=[CH:4][CH:3]=[C:2]1[CH2:6][C:7]([NH:9][CH:10]1[C:29](=[O:30])[N:12]2[C:13]([C:26]([O-:28])=[O:27])=[C:14]([CH2:17][S:18][C:19]3[S:20][C:21]([CH2:24][NH:25][CH2:36][S:37]([OH:40])(=[O:39])=[O:38])=[N:22][N:23]=3)[CH2:15][S:16][C@H:11]12)=[O:8].[Na+:32].[Na+:32].[S:1]1[CH:5]=[CH:4][CH:3]=[C:2]1[CH2:6][C:7]([NH:9][CH:10]1[C:29](=[O:30])[N:12]2[C:13]([C:26]([O-:28])=[O:27])=[C:14]([CH2:17][S:18][C:19]3[S:20][C:21]([CH2:24][NH:25][CH2:36][S:37]([OH:40])(=[O:39])=[O:38])=[N:22][N:23]=3)[CH2:15][S:16][C@H:11]12)=[O:8] |f:1.2,3.4.5,7.8.9.10|. Procedure: To a suspension of 7-{2-(2-thienyl)acetamido}-3-(5-aminomethyl-1,3,4-thiadiazol-2-yl)thiomethyl-3-cephem-4-carboxylic acid (1.39 g.) in water (27 ml.) was added 1 N aqueous sodium hydroxide solution (3 ml.) to dissolve. After hydroxymethanesulfonic acid sodium salt hydrate (456 mg.) was added to the resultant solution, the solution was stirred at room temperature for 4.5 hours, was lyophilized to give di-sodium 7-(2-thienyl)acetamido-3-(5-sulfomethylaminomethyl-1,3,4-thiadiazol-2-yl)thiomethyl-3... Reactants: compound C, N(N)C=1C=C(C(=O)O)C=CC1 (3-hydrazinobenzoic acid), COC=1C=C(C=CC1OC)C1=NN(C([C@H]2CCCC[C@@H]12)=O)CCO ((cis)-4-(3,4-Dimethoxyphenyl)-2-(2-hydroxy-1-ethyl)-4a,5,6,7,8,8a-hexahydro-2H-phthalazin-1-one). Yields the product COC=1C=C(C=CC1OC)C1=NN(C([C@H]2CC=CC[C@@H]12)=O)C=1C=C(C(=O)O)C=CC1 ((cis)-3-(4-(3,4-Dimethoxyphenyl)-1-oxo-4a,5,8,8a-tetrahydro-1H-phthalazin-2-yl)benzoic acid). As a reaction SMILES: [NH:1]([C:3]1[CH:4]=[C:5]([CH:9]=[CH:10][CH:11]=1)[C:6]([OH:8])=[O:7])[NH2:2].[CH3:12][O:13][C:14]1[CH:15]=[C:16]([C:22]2[C@H:31]3[C@H:26]([CH2:27][CH2:28][CH2:29][CH2:30]3)[C:25](=[O:32])N(CCO)N=2)[CH:17]=[CH:18][C:19]=1[O:20][CH3:21]>>[CH3:12][O:13][C:14]1[CH:15]=[C:16]([C:22]2[C@H:31]3[C@H:26]([CH2:27][CH:28]=[CH:29][CH2:30]3)[C:25](=[O:32])[N:1]([C:3]3[CH:4]=[C:5]([CH:9]=[CH:10][CH:11]=3)[C:6]([OH:8])=[O:7])[N:2]=2)[CH:17]=[CH:18][C:19]=1[O:20][CH3:21]. Procedure: Prepared from compound C and 3-hydrazinobenzoic acid as described for compound 35. Crystallized from ethyl acetate/petroleum ether (60°-80° C.). M.p. 185°-186° C.